This data is from the Open Reaction Database (ORD), a public repository of structured organic reaction records. The task is: describe an organic reaction: reactants, conditions, products, and yield The reactants are CSc1ccc(CCN2CCNCC2)cc1, CC(C)OCCN(C(=O)CCl)c1ccc(C(=O)Cl)cc1. Yields the product CSc1ccc(CCN2CCN(C(=O)c3ccc(N(CCOC(C)C)C(=O)CCl)cc3)CC2)cc1. Reaction SMILES: [CH3:21][S:22][c:23]1[cH:24][cH:25][c:26]([CH2:29][CH2:30][N:31]2[CH2:32][CH2:33][NH:34][CH2:35][CH2:36]2)[cH:27][cH:28]1.[CH:1]([CH3:2])([CH3:3])[O:4][CH2:5][CH2:6][N:7]([C:8]([CH2:9][Cl:10])=[O:11])[c:12]1[cH:13][cH:14][c:15]([C:16](=[O:17])[Cl:18])[cH:19][cH:20]1>>[CH:1]([CH3:2])([CH3:3])[O:4][CH2:5][CH2:6][N:7]([C:8]([CH2:9][Cl:10])=[O:11])[c:12]1[cH:13][cH:14][c:15]([C:16](=[O:17])[N:34]2[CH2:33][CH2:32][N:31]([CH2:30][CH2:29][c:26]3[cH:25][cH:24][c:23]([S:22][CH3:21])[cH:28][cH:27]3)[CH2:36][CH2:35]2)[cH:19][cH:20]1. Starting materials: COC(=O)C=1C=C(C=CC1)C1=CC(=CC=C1)NCCN (methyl-3′-[(2-aminoethyl)amino]-[1,1′-biphenyl]-3-carboxylate), C1(=CC=CC=C1)OC[C@H]1CO1 ((R)-(-)-3-(phenyloxy)-1,2-epoxypropane). Product: COC(=O)C=1C=C(C=CC1)C1=CC(=CC=C1)NCCNC[C@H](COC1=CC=CC=C1)O ((R)-3′-[[2-[(2-Hydroxy-3-phenoxypropyl)amino]ethyl]amino]-[1,1′-biphenyl]-3-carboxylic acid methyl ester). Reaction SMILES: [CH3:1][O:2][C:3]([C:5]1[CH:6]=[C:7]([C:11]2[CH:16]=[CH:15][CH:14]=[C:13]([NH:17][CH2:18][CH2:19][NH2:20])[CH:12]=2)[CH:8]=[CH:9][CH:10]=1)=[O:4].[C:21]1([O:27][CH2:28][C@@H:29]2[O:31][CH2:30]2)[CH:26]=[CH:25][CH:24]=[CH:23][CH:22]=1>>[CH3:1][O:2][C:3]([C:5]1[CH:6]=[C:7]([C:11]2[CH:16]=[CH:15][CH:14]=[C:13]([NH:17][CH2:18][CH2:19][NH:20][CH2:30][C@@H:29]([OH:31])[CH2:28][O:27][C:21]3[CH:26]=[CH:25][CH:24]=[CH:23][CH:22]=3)[CH:12]=2)[CH:8]=[CH:9][CH:10]=1)=[O:4]. Procedure: Electrospray MS (positive ion): (M+H) 421.1; from methyl-3′-[(2-aminoethyl)amino]-[1,1′-biphenyl]-3-carboxylate (117 mg) and (R)-(-)-3-(phenyloxy)-1,2-epoxypropane (54 mg).